From a dataset of the Open Reaction Database (ORD), a public repository of structured organic reaction records. describe an organic reaction: reactants, conditions, products, and yield The reactants are Cc1noc(-c2ccc(Br)cc2)c1C(=O)O, O=C([O-])O, CCOC(=O)Cc1ccc(B2OC(C)(C)C(C)(C)O2)cc1, C1COCCO1, [Na+], O, c1ccc(P(c2ccccc2)(c2ccccc2)[Pd](P(c2ccccc2)(c2ccccc2)c2ccccc2)(P(c2ccccc2)(c2ccccc2)c2ccccc2)P(c2ccccc2)(c2ccccc2)c2ccccc2)cc1. The product is CCOC(=O)Cc1ccc(-c2ccc(-c3onc(C)c3C(=O)O)cc2)cc1. Reaction SMILES: [Br:1][c:2]1[cH:3][cH:4][c:5](-[c:8]2[c:9]([C:14](=[O:15])[OH:16])[c:10]([CH3:13])[n:11][o:12]2)[cH:6][cH:7]1.[C:38](=[O:39])([OH:40])[O-:41].[CH2:17]([CH3:18])[O:19][C:20]([CH2:21][c:22]1[cH:23][cH:24][c:25]([B:28]2[O:29][C:30]([CH3:31])([CH3:32])[C:33]([CH3:34])([CH3:35])[O:36]2)[cH:26][cH:27]1)=[O:37].[CH2:43]1[O:44][CH2:45][CH2:46][O:47][CH2:48]1.[Na+:42].[OH2:49].[cH:50]1[cH:51][cH:52][c:53]([P:54]([Pd:55]([P:56]([c:57]2[cH:58][cH:59][cH:60][cH:61][cH:62]2)([c:63]2[cH:64][cH:65][cH:66][cH:67][cH:68]2)[c:69]2[cH:70][cH:71][cH:72][cH:73][cH:74]2)([P:75]([c:76]2[cH:77][cH:78][cH:79][cH:80][cH:81]2)([c:82]2[cH:83][cH:84][cH:85][cH:86][cH:87]2)[c:88]2[cH:89][cH:90][cH:91][cH:92][cH:93]2)[P:94]([c:95]2[cH:96][cH:97][cH:98][cH:99][cH:100]2)([c:101]2[cH:102][cH:103][cH:104][cH:105][cH:106]2)[c:107]2[cH:108][cH:109][cH:110][cH:111][cH:112]2)([c:113]2[cH:114][cH:115][cH:116][cH:117][cH:118]2)[c:119]2[cH:120][cH:121][cH:122][cH:123][cH:124]2)[cH:125][cH:126]1>>[c:2]1(-[c:25]2[cH:24][cH:23][c:22]([CH2:21][C:20]([O:19][CH2:17][CH3:18])=[O:37])[cH:27][cH:26]2)[cH:3][cH:4][c:5](-[c:8]2[c:9]([C:14](=[O:15])[OH:16])[c:10]([CH3:13])[n:11][o:12]2)[cH:6][cH:7]1. The reactants are TEA, O (Water), OC(C(=O)[O-])C1=CC=C(C=C1)C1=C(N=C2N1N=CC=C2N2CCOCC2)CCC2=NC1=CC=CC=C1C=C2 (2-Hydroxy-2-(4-(8-morpholino-2-(2-(quinolin-2-yl)ethyl)imidazo[1,2-b]pyridazin-3-yl)phenyl)acetate), ClC(C(=O)N=C=O)(Cl)Cl (2,2,2-trichloroacetyl isocyanate). Solvent: ClCCl (dichloromethane), C(C)O (ethanol). The product is O1CCN(CC1)C=1C=2N(N=CC1)C(=C(N2)CCC2=NC1=CC=CC=C1C=C2)C2=CC=C(C=C2)C2C(NC(O2)=O)=O (5-(4-(8-Morpholino-2-(2-(quinolin-2-yl)ethyl)imidazo[1,2-b]pyridazin-3-yl)phenyl)oxazolidine-2,4-dione). RXN SMILES: [OH:1][CH:2]([C:6]1[CH:11]=[CH:10][C:9]([C:12]2[N:16]3[N:17]=[CH:18][CH:19]=[C:20]([N:21]4[CH2:26][CH2:25][O:24][CH2:23][CH2:22]4)[C:15]3=[N:14][C:13]=2[CH2:27][CH2:28][C:29]2[CH:38]=[CH:37][C:36]3[C:31](=[CH:32][CH:33]=[CH:34][CH:35]=3)[N:30]=2)=[CH:8][CH:7]=1)[C:3]([O-:5])=O.ClC(Cl)(Cl)[C:41]([N:43]=C=O)=[O:42].O>ClCCl.C(O)C>[O:24]1[CH2:23][CH2:22][N:21]([C:20]2[C:15]3[N:16]([C:12]([C:9]4[CH:10]=[CH:11][C:6]([CH:2]5[O:1][C:41](=[O:42])[NH:43][C:3]5=[O:5])=[CH:7][CH:8]=4)=[C:13]([CH2:27][CH2:28][C:29]4[CH:38]=[CH:37][C:36]5[C:31](=[CH:32][CH:33]=[CH:34][CH:35]=5)[N:30]=4)[N:14]=3)[N:17]=[CH:18][CH:19]=2)[CH2:26][CH2:25]1. Procedure details: A solution of compound 50c (0.15 g, 0.29 mmol) and 2,2,2-trichloroacetyl isocyanate (81 mg, 0.43 mmol) in dichloromethane (10 mL) was stirred at rt for 30 min and concentrated in vacuo. The residue obtained was dissolved in ethanol (10 mL), and TEA (87 mg, 0.86 mmol) was added. The reaction mixture was heated at reflux for 2 h and allowed to cool to rt. Water (10 mL) was added. The solids formed were collected by filtration and washed with Et2O (2×20 mL) to obtain the title compound 70 as a yell... The reactants are C=CCOC(=O)N1CCN(c2ccc(-c3ccnc(Nc4cc(Cl)c(Cl)c(Cl)c4)n3)cn2)CC1, CCCC[SnH](CCCC)CCCC, CC(=O)O, ClCCl, [Na+], O=C([O-])O, CN(C)C=O, Cl[Pd]Cl, c1ccc(P(c2ccccc2)c2ccccc2)cc1, c1ccc(P(c2ccccc2)c2ccccc2)cc1. Product: Clc1cc(Nc2nccc(-c3ccc(N4CCNCC4)nc3)n2)cc(Cl)c1Cl. Reaction SMILES: [CH2:1]([O:2][C:3](=[O:4])[N:7]1[CH2:8][CH2:9][N:10]([c:13]2[n:14][cH:15][c:16](-[c:19]3[n:20][c:21]([NH:25][c:26]4[cH:27][c:28]([Cl:34])[c:29]([Cl:33])[c:30]([Cl:32])[cH:31]4)[n:22][cH:23][cH:24]3)[cH:17][cH:18]2)[CH2:11][CH2:12]1)[CH:5]=[CH2:6].[CH2:39]([SnH:40]([CH2:41][CH2:42][CH2:43][CH3:44])[CH2:45][CH2:46][CH2:47][CH3:48])[CH2:49][CH2:50][CH3:51].[CH3:35][C:36](=[O:37])[OH:38].[Cl:57][CH2:58][Cl:59].[Na+:56].[O-:52][C:53]([OH:54])=[O:55].[O:60]=[CH:61][N:62]([CH3:63])[CH3:64].[Pd:65]([Cl:66])[Cl:67].[c:68]1([P:69]([c:70]2[cH:71][cH:72][cH:73][cH:74][cH:75]2)[c:76]2[cH:77][cH:78][cH:79][cH:80][cH:81]2)[cH:82][cH:83][cH:84][cH:85][cH:86]1.[c:87]1([P:88]([c:89]2[cH:90][cH:91][cH:92][cH:93][cH:94]2)[c:95]2[cH:96][cH:97][cH:98][cH:99][cH:100]2)[cH:101][cH:102][cH:103][cH:104][cH:105]1>>[NH:7]1[CH2:8][CH2:9][N:10]([c:13]2[n:14][cH:15][c:16](-[c:19]3[n:20][c:21]([NH:25][c:26]4[cH:27][c:28]([Cl:34])[c:29]([Cl:33])[c:30]([Cl:32])[cH:31]4)[n:22][cH:23][cH:24]3)[cH:17][cH:18]2)[CH2:11][CH2:12]1.